Dataset: the Open Reaction Database (ORD), a public repository of structured organic reaction records. Task: describe an organic reaction: reactants, conditions, products, and yield Reactants: NC=1C=CC(=C(C1)C=1C2=C(N=CN1)NC=C2C(=O)OCC)F (ethyl 4-(5-amino-2-fluorophenyl)-7H-pyrrolo[2,3-d]pyrimidine-5-carboxylate), TEA, CC(C(=O)O)=C (methylacrylic acid), CCCP1(=O)OP(=O)(OP(=O)(O1)CCC)CCC (1-propanephosphonic acid cyclic anhydride). Run in C1CCOC1 (THF). Conditions: temperature 25 celsius, time 8 hour. Yields the product FC1=C(C=C(C=C1)NC(C(=C)C)=O)C=1C2=C(N=CN1)NC=C2C(=O)OCC (Ethyl 4-{2-fluoro-5-[(2-methylacryloyl)amino]phenyl}-7H-pyrrolo[2,3-d]pyrimidine-5-carboxylate). As a reaction SMILES: [NH2:1][C:2]1[CH:3]=[CH:4][C:5]([F:22])=[C:6]([C:8]2[C:9]3[C:16]([C:17]([O:19][CH2:20][CH3:21])=[O:18])=[CH:15][NH:14][C:10]=3[N:11]=[CH:12][N:13]=2)[CH:7]=1.[CH3:23][C:24](=[CH2:28])[C:25](O)=[O:26].CCCP1(OP(CCC)(=O)OP(CCC)(=O)O1)=O>C1COCC1>[F:22][C:5]1[CH:4]=[CH:3][C:2]([NH:1][C:25](=[O:26])[C:24]([CH3:28])=[CH2:23])=[CH:7][C:6]=1[C:8]1[C:9]2[C:16]([C:17]([O:19][CH2:20][CH3:21])=[O:18])=[CH:15][NH:14][C:10]=2[N:11]=[CH:12][N:13]=1. Procedure: To crude ethyl 4-(5-amino-2-fluorophenyl)-7H-pyrrolo[2,3-d]pyrimidine-5-carboxylate (133 mg, 0.443 mmol) was added THF (4.43 mL), TEA (93 μL, 0.66 mmol), methylacrylic acid (57 mg, 0.66 mmol) and 1-propanephosphonic acid cyclic anhydride (3.26 mL, 0.443 mmol). The reaction was stirred at 25° C. overnight. The reaction was quenched by pouring into a separatory funnel containing aqueous sodium hydrogen carbonate (5%) and was extracted with ethyl acetate (×3). The organic layers were combined and d... The reactants are Cn1nc(C(F)(F)C(F)(F)F)cc1O, CCOC(C)=O, Cc1ccccc1, COc1cnnc(Cl)c1, Cc1cccc(C)n1. The product is COc1cnnc(Oc2cc(C(F)(F)C(F)(F)F)nn2C)c1. Reaction SMILES: [CH3:1][n:2]1[n:3][c:4]([C:8]([C:9]([F:10])([F:11])[F:12])([F:13])[F:14])[cH:5][c:6]1[OH:7].[CH3:32][CH2:33][O:34][C:35](=[O:36])[CH3:37].[CH3:38][c:39]1[cH:40][cH:41][cH:42][cH:43][cH:44]1.[Cl:15][c:16]1[n:17][n:18][cH:19][c:20]([O:22][CH3:23])[cH:21]1.[n:24]1[c:25]([CH3:26])[cH:27][cH:28][cH:29][c:30]1[CH3:31]>>[CH3:1][n:2]1[n:3][c:4]([C:8]([C:9]([F:10])([F:11])[F:12])([F:13])[F:14])[cH:5][c:6]1[O:7][c:16]1[n:17][n:18][cH:19][c:20]([O:22][CH3:23])[cH:21]1. Procedure details: 1,1′-Carbonyldiimidazole (1.3 g, 8.0 mmol) was added to a stirred solution of N-methyl-2,4-pyrrole-dicarboxylic acid (0.6 g, 3.5 mmol) in dimethylformamide (6 mL) under an inert atmosphere and heated to 40° C. After 30 minutes the mixture was allowed to cool, and piperonyl alcohol (1.1 g, 7.1 mmol) was added. The mixture was heated to 60° C. for 3 hours, then poured into water (100 mL), stirred, and acidified with 4N HCl. The resulting mixture was extracted twice with ethyl acetate (60 mL), and ... Reaction SMILES: C(N1[CH:12]=[CH:11]N=C1)(N1C=CN=C1)=O.[CH3:13][N:14]1[CH:18]=[C:17]([C:19]([OH:21])=[O:20])[CH:16]=[C:15]1[C:22]([OH:24])=[O:23].[CH2:25](O)[C:26]1[CH:34]=[CH:33][C:32]2[O:31][CH2:30][O:29][C:28]=2[CH:27]=1.Cl>CN(C)C=O.O>[O:31]1[C:32]2[CH:33]=[CH:34][C:26]([CH:25]([O:23][C:22]([C:15]3[N:14]([CH3:13])[CH:18]=[C:17]([C:19]([OH:21])=[O:20])[CH:16]=3)=[O:24])[C:12]3[CH:11]=[CH:27][C:28]4[O:29][CH2:30][O:31][C:32]=4[CH:33]=3)=[CH:27][C:28]=2[O:29][CH2:30]1. Reactants: C(C1=CC=2OCOC2C=C1)O (piperonyl alcohol), Cl (HCl), C(=O)(N1C=NC=C1)N1C=NC=C1 (1,1′-Carbonyldiimidazole), CN1C(=CC(=C1)C(=O)O)C(=O)O (N-methyl-2,4-pyrrole-dicarboxylic acid). Run in CN(C=O)C (dimethylformamide), O (water). Reaction conditions: temperature 40 celsius, time 30 minute. The product is O1COC2=C1C=CC(=C2)C(C2=CC1=C(OCO1)C=C2)OC(=O)C=2N(C=C(C2)C(=O)O)C (1-methyl-1H-pyrrole-2,4-dicarboxylic acid di-1,3-benzodioxol-5-ylmethyl ester). The reactants are [Al+3], [Cl-], [Cl-], [Cl-], Cl, Clc1ccc2ncoc2c1, O=P(Cl)(Cl)Cl. The product is Clc1ccc2nc(Cl)oc2c1. Reaction SMILES: [Al+3:14].[Cl-:11].[Cl-:12].[Cl-:13].[Cl:15].[Cl:1][c:2]1[cH:3][c:4]2[c:5]([n:6][cH:7][o:8]2)[cH:9][cH:10]1.[P:16]([Cl:17])([Cl:18])([Cl:19])=[O:20]>>[Cl:1][c:2]1[cH:3][c:4]2[c:5]([n:6][c:7]([Cl:11])[o:8]2)[cH:9][cH:10]1. Reactants: C(C)OP(OCC)(=O)C=1C(NC2=CC(=C(C=C2C1)C1=CC=CC=C1)Cl)=O ((7-Chloro-2-oxo-6-phenyl-1,2-dihydro-3-quinolyl)phosphonic acid diethyl ester), Br[Si](C)(C)C (bromotrimethylsilane). Solvent: C(C)#N (acetonitrile). Product: ClC1=C(C=C2C=C(C(NC2=C1)=O)P(O)(O)=O)C1=CC=CC=C1 ((7-Chloro-2-oxo-6-phenyl-1,2-dihydro-3-quinolyl)-phosphonic acid). Reaction SMILES: C([O:3][P:4]([C:9]1[C:10](=[O:26])[NH:11][C:12]2[C:17]([CH:18]=1)=[CH:16][C:15]([C:19]1[CH:24]=[CH:23][CH:22]=[CH:21][CH:20]=1)=[C:14]([Cl:25])[CH:13]=2)(=[O:8])[O:5]CC)C.Br[Si](C)(C)C>C(#N)C>[Cl:25][C:14]1[CH:13]=[C:12]2[C:17]([CH:18]=[C:9]([P:4](=[O:3])([OH:5])[OH:8])[C:10](=[O:26])[NH:11]2)=[CH:16][C:15]=1[C:19]1[CH:20]=[CH:21][CH:22]=[CH:23][CH:24]=1. Reported procedure: The compound obtained in Example 1 (130 mg, 0.33 mmol) is suspended in 10 ml of anhydrous acetonitrile, 0.435 ml (3.3 mmol) of bromotrimethylsilane are added and the mixture is stirred at reflux for 1 hour. Evaporation to dryness is carried out. The residue is dried in vacuo and dissolved in methanol. The solution is stirred for 20 minutes, evaporated to dryness, taken up in acetonitrile, and triturated to obtain a homogeneous precipitate. The white precipitate is filtered off and rinsed with a ... Reactants: CCCc1cccc(N)n1, CCOC(C)=O, O=S(=O)(Cl)N1CCCCC1, c1ccncc1. The product is CCCc1cccc(NS(=O)(=O)N2CCCCC2)n1. As a reaction SMILES: [CH2:1]([CH2:2][CH3:3])[c:4]1[cH:5][cH:6][cH:7][c:8]([NH2:10])[n:9]1.[CH3:27][CH2:28][O:29][C:30]([CH3:31])=[O:32].[N:11]1([S:17](=[O:18])(=[O:19])[Cl:20])[CH2:12][CH2:13][CH2:14][CH2:15][CH2:16]1.[cH:21]1[cH:22][cH:23][n:24][cH:25][cH:26]1>>[CH2:1]([CH2:2][CH3:3])[c:4]1[cH:5][cH:6][cH:7][c:8]([NH:10][S:17]([N:11]2[CH2:12][CH2:13][CH2:14][CH2:15][CH2:16]2)(=[O:18])=[O:19])[n:9]1.